Dataset: the Open Reaction Database (ORD), a public repository of structured organic reaction records. Task: describe an organic reaction: reactants, conditions, products, and yield Reactants: O=S(=O)(Cl)c1ccc(Cl)cc1, Nc1ccc2c(Br)cncc2c1, O, c1ccncc1. Product: O=S(=O)(Nc1ccc2c(Br)cncc2c1)c1ccc(Cl)cc1. Reaction SMILES: [Cl:13][c:14]1[cH:15][cH:16][c:17]([S:20](=[O:21])(=[O:22])[Cl:23])[cH:18][cH:19]1.[NH2:1][c:2]1[cH:3][cH:4][c:5]2[c:6]([Br:12])[cH:7][n:8][cH:9][c:10]2[cH:11]1.[OH2:24].[cH:25]1[cH:26][cH:27][n:28][cH:29][cH:30]1>>[NH:1]([c:2]1[cH:3][cH:4][c:5]2[c:6]([Br:12])[cH:7][n:8][cH:9][c:10]2[cH:11]1)[S:20]([c:17]1[cH:16][cH:15][c:14]([Cl:13])[cH:19][cH:18]1)(=[O:21])=[O:22]. The reactants are ClC=1C(=NC=NC1Cl)N (5,6-dichloropyrimidin-4-amine), F[C@@H]1C[C@H](CN(C1)CC1=CC=C(C=C1)OC)N ((3R,5R)-5-fluoro-1-(4-methoxybenzyl)piperidin-3-amine), O(C1=CC=CC=C1)C1=CC=C(C=C1)B(O)O ((4-phenoxyphenyl)boronic acid), C(C=C)(=O)Cl (acryloyl chloride). Product: NC1=C(C(=NC=N1)N[C@H]1CN(C[C@@H](C1)F)C(C=C)=O)C1=CC=C(C=C1)OC1=CC=CC=C1 (1-((3R,5R)-3-((6-amino-5-(4-phenoxyphenyl)pyrimidin-4-yl)amino)-5-fluoropiperidin-1-yl)prop-2-en-1-one). As a reaction SMILES: Cl[C:2]1[C:3]([NH2:9])=[N:4][CH:5]=[N:6][C:7]=1Cl.[F:10][C@H:11]1[CH2:16][N:15]([CH2:17][C:18]2[CH:23]=CC(OC)=CC=2)[CH2:14][C@H:13]([NH2:26])[CH2:12]1.[O:27]([C:34]1[CH:39]=[CH:38][C:37](B(O)O)=[CH:36][CH:35]=1)[C:28]1[CH:33]=[CH:32][CH:31]=[CH:30][CH:29]=1.C(Cl)(=[O:46])C=C>>[NH2:9][C:3]1[N:4]=[CH:5][N:6]=[C:7]([NH:26][C@@H:13]2[CH2:12][C@@H:11]([F:10])[CH2:16][N:15]([C:17](=[O:46])[CH:18]=[CH2:23])[CH2:14]2)[C:2]=1[C:37]1[CH:38]=[CH:39][C:34]([O:27][C:28]2[CH:33]=[CH:32][CH:31]=[CH:30][CH:29]=2)=[CH:35][CH:36]=1. Procedure details: 1-((3R,5R)-3-((6-amino-5-(4-phenoxyphenyl)pyrimidin-4-yl)amino)-5-fluoropiperidin-1-yl)prop-2-en-1-one was prepared from 5,6-dichloropyrimidin-4-amine, (3R,5R)-5-fluoro-1-(4-methoxybenzyl)piperidin-3-amine, (4-phenoxyphenyl)boronic acid, and acryloyl chloride using methods B, C, hydrogenation, and F. HPLC: 99%. MS: m/z=434 [M+H]+.